From a dataset of the Open Reaction Database (ORD), a public repository of structured organic reaction records. describe an organic reaction: reactants, conditions, products, and yield Starting materials: CCOC(=O)C(=O)OCC, Cc1ccncc1[N+](=O)[O-], Cc1ccccc1, CC[O-], [Na+]. Yields the product CCOC(=O)C(=O)Cc1ccncc1[N+](=O)[O-]. As a reaction SMILES: [C:5]([C:6]([O:8][CH2:7][CH3:9])=[O:10])(=[O:11])[O:12][CH2:13][CH3:14].[CH3:15][c:16]1[c:17]([N+:22](=[O:23])[O-:24])[cH:18][n:19][cH:20][cH:21]1.[CH3:25][c:26]1[cH:27][cH:28][cH:29][cH:30][cH:31]1.[CH3:2][CH2:3][O-:4].[Na+:1]>>[C:5]([C:6](=[O:8])[CH2:15][c:16]1[c:17]([N+:22](=[O:23])[O-:24])[cH:18][n:19][cH:20][cH:21]1)(=[O:11])[O:12][CH2:13][CH3:14]. Starting materials: CC(C)(C)c1cc(C(C)(C)C)c2c(c1)C(O)(C(F)(F)F)C(=O)O2, CN(C)c1ccncc1, Cc1ccccc1, CC(N=C=O)c1cccc2ccccc12. The product is CC(c1cccc2ccccc12)N1C(=O)OC(c2cc(C(C)(C)C)cc(C(C)(C)C)c2O)(C(F)(F)F)C1=O. RXN SMILES: [C:1]([CH3:2])([CH3:3])([CH3:4])[c:5]1[cH:6][c:7]([C:20]([CH3:21])([CH3:22])[CH3:23])[c:8]2[c:9]([cH:19]1)[C:10]([C:14]([F:15])([F:16])[F:17])([OH:18])[C:11](=[O:13])[O:12]2.[CH3:39][N:40]([CH3:41])[c:42]1[cH:43][cH:44][n:45][cH:46][cH:47]1.[CH3:48][c:49]1[cH:50][cH:51][cH:52][cH:53][cH:54]1.[c:24]1([CH:34]([CH3:35])[N:36]=[C:37]=[O:38])[cH:25][cH:26][cH:27][c:28]2[cH:29][cH:30][cH:31][cH:32][c:33]12>>[C:1]([CH3:2])([CH3:3])([CH3:4])[c:5]1[cH:6][c:7]([C:20]([CH3:21])([CH3:22])[CH3:23])[c:8]([OH:12])[c:9]([C:10]2([C:14]([F:15])([F:16])[F:17])[C:11](=[O:13])[N:36]([CH:34]([c:24]3[cH:25][cH:26][cH:27][c:28]4[cH:29][cH:30][cH:31][cH:32][c:33]34)[CH3:35])[C:37](=[O:38])[O:18]2)[cH:19]1. Starting materials: OC([C@@H](C)N1C=CC2=C(C(=CC=C12)C#N)C(F)(F)F)(C)C ((R)-1-(3-Hydroxy-3-methylbutan-2-yl)-4-(trifluoromethyl)-1H-indole-5-carbonitrile), [BH3-]C#N.[Na+] (NaCNBH3). Run in C(=O)(C(F)(F)F)O (TFA). Conditions: time 1 hour. Yields the product OC([C@@H](C)N1CCC2=C(C(=CC=C12)C#N)C(F)(F)F)(C)C ((R)-1-(3-hydroxy-3-methylbutan-2-yl)-4-(trifluoromethyl)indoline-5-carbonitrile). As a reaction SMILES: [OH:1][C:2]([CH3:21])([CH3:20])[C@H:3]([N:5]1[C:13]2[C:8](=[C:9]([C:16]([F:19])([F:18])[F:17])[C:10]([C:14]#[N:15])=[CH:11][CH:12]=2)[CH:7]=[CH:6]1)[CH3:4].[BH3-]C#N.[Na+]>C(O)(C(F)(F)F)=O>[OH:1][C:2]([CH3:20])([CH3:21])[C@H:3]([N:5]1[C:13]2[C:8](=[C:9]([C:16]([F:19])([F:17])[F:18])[C:10]([C:14]#[N:15])=[CH:11][CH:12]=2)[CH2:7][CH2:6]1)[CH3:4] |f:1.2|. Reported procedure: To a solution of (R)-1-(3-hydroxy-3-methylbutan-2-yl)-4-(trifluoromethyl)-1H-indole-5-carbonitrile (Example 22) (0.017 g, 0.057 mmol) in TFA (1.5 mL), in an ice bath, was added NaCNBH3 (0.0721 g, 1.148 mmol) in portions. After stirring in the cold bath for 1 h, the reaction mixture was partially concentrated. The residue was dissolved in CH2Cl2 (20 mL) and washed with 0.5 N NaOH (10 mL). The organic phase was washed with 0.5 N NaOH (1×10 mL) and brine, dried over Na2SO4, filtered and concentrate... Procedure details: The title compound was prepared from (2S,5S)-tert-butyl 2-((tert-butyldimethylsilyloxy)methyl)-5-hydroxy-4-(prop-1-en-2-yl)-5,6-dihydropyridine-1(2H)-carboxylate (Intermediate 53, 3.86 g, 10.06 mmol) following the procedure described for Intermediate 10. The desired product was obtained as light yellow foam (3.25 g, 52%). Yields the product C(C=C)ON(S(=O)(=O)C1=C(C=CC=C1)[N+](=O)[O-])[C@@H]1C(=C[C@H](N(C1)C(=O)OC(C)(C)C)CO[Si](C)(C)C(C)(C)C)C(=C)C ((2S,5R)-tert-butyl 5-(N-(allyloxy)-2-nitrophenylsulfonamido)-2-((tert-butyldimethylsilyloxy)methyl)-4-(prop-1-en-2-yl)-5,6-dihydropyridine-1(2H)-carboxylate), foam. Reactants: C(C=C)ON(S(=O)(=O)C1=C(C=CC=C1)[N+](=O)[O-])[C@@H]1C(=C[C@H](N(C1)C(=O)OC(C)(C)C)CO[Si](C)(C)C(C)(C)C)C ((2S,5R)-tert-butyl 5-(N-(allyloxy)-2-nitrophenylsulfonamido)-2-((tert-butyldimethylsilyloxy)methyl)-4-methyl-5,6-dihydropyridine-1(2H)-carboxylate), [Si](C)(C)(C(C)(C)C)OC[C@H]1N(C[C@H](C(=C1)C(=C)C)O)C(=O)OC(C)(C)C ((2S,5S)-tert-butyl 2-((tert-butyldimethylsilyloxy)methyl)-5-hydroxy-4-(prop-1-en-2-yl)-5,6-dihydropyridine-1(2H)-carboxylate), [Si](C)(C)(C(C)(C)C)OC[C@H]1N(C[C@H](C(=C1)C(=C)C)O)C(=O)OC(C)(C)C ((2S,5S)-tert-butyl 2-((tert-butyldimethylsilyloxy)methyl)-5-hydroxy-4-(prop-1-en-2-yl)-5,6-dihydropyridine-1(2H)-carboxylate). As a reaction SMILES: [Si:1]([O:8][CH2:9][C@@H:10]1[CH:15]=[C:14]([C:16]([CH3:18])=[CH2:17])[C@H:13](O)[CH2:12][N:11]1[C:20]([O:22][C:23]([CH3:26])([CH3:25])[CH3:24])=[O:21])([C:4]([CH3:7])([CH3:6])[CH3:5])([CH3:3])[CH3:2].[CH2:27]([O:30][N:31]([C@H]1CN(C(OC(C)(C)C)=O)[C@H](CO[Si](C(C)(C)C)(C)C)C=C1C)[S:32]([C:35]1[CH:40]=[CH:39][CH:38]=[CH:37][C:36]=1[N+:41]([O-:43])=[O:42])(=[O:34])=[O:33])[CH:28]=[CH2:29]>>[CH2:27]([O:30][N:31]([C@H:13]1[CH2:12][N:11]([C:20]([O:22][C:23]([CH3:24])([CH3:25])[CH3:26])=[O:21])[C@H:10]([CH2:9][O:8][Si:1]([C:4]([CH3:7])([CH3:6])[CH3:5])([CH3:2])[CH3:3])[CH:15]=[C:14]1[C:16]([CH3:18])=[CH2:17])[S:32]([C:35]1[CH:40]=[CH:39][CH:38]=[CH:37][C:36]=1[N+:41]([O-:43])=[O:42])(=[O:34])=[O:33])[CH:28]=[CH2:29]. Yield: 52.0%.